The task is: describe an organic reaction: reactants, conditions, products, and yield. This data is from the Open Reaction Database (ORD), a public repository of structured organic reaction records. The product is CC(C(=O)Cl)CC(F)(F)F (2-methyl-4,4,4-trifluorobutyryl chloride). Solvent: C(Cl)Cl (methylene chloride), CN(C=O)C (N,N-dimethylformamide). The reactants are CC(C(=O)O)CC(F)(F)F (2-methyl-4,4,4-trifluorobutyric acid), C(C(=O)Cl)(=O)Cl (oxalyl chloride). Reaction SMILES: [CH3:1][CH:2]([CH2:6][C:7]([F:10])([F:9])[F:8])[C:3](O)=[O:4].C(Cl)(=O)C([Cl:14])=O>C(Cl)Cl.CN(C)C=O>[CH3:1][CH:2]([CH2:6][C:7]([F:10])([F:9])[F:8])[C:3]([Cl:14])=[O:4]. Run at time 16 hour. Procedure: To 2-methyl-4,4,4-trifluorobutyric acid (172 g) in methylene chloride (150 mL) and N,N-dimethylformamide (3.5 mL) at 0° C., under nitrogen was added (dropwise) oxalyl chloride (125 mL). The mixture was allowed to warm to ambient temperature and stirred for 16 hours. After distillation of the solvent, distillation using a concentric tube distillation column (40 cm×15 mm) afforded 2-methyl-4,4,4-trifluorobutyryl chloride (about 99% purity, 79.87 g, 42%); bp 115.0°-116.0° C. (at atmospheric pressur... Reactants: C1OC2(CCC(CC2)(C2=CC(=C(C(=C2)F)F)F)O)OC1 (1,1-Ethylenedioxy-4-hydroxy-4-(3',4',5'-trifluoro-phenyl)cyclohexane), CC1=CC=C(C=C1)S(=O)(=O)O.O (p-toluenesulfonic acidmonohydrate). The solvent is C1(=CC=CC=C1)C (toluene). The product is C1OC2(CC=C(CC2)C2=CC(=C(C(=C2)F)F)F)OC1 (1,1-ethylenedioxy-4-(3',4',5'-trifluorophenyl)-3-cyclohexene). Yield: 65.8%. Reaction SMILES: [CH2:1]1[CH2:20][O:19][C:3]2([CH2:8][CH2:7][C:6](O)([C:9]3[CH:14]=[C:13]([F:15])[C:12]([F:16])=[C:11]([F:17])[CH:10]=3)[CH2:5][CH2:4]2)[O:2]1.CC1C=CC(S(O)(=O)=O)=CC=1.O>C1(C)C=CC=CC=1>[CH2:20]1[CH2:1][O:2][C:3]2([CH2:8][CH2:7][C:6]([C:9]3[CH:14]=[C:13]([F:15])[C:12]([F:16])=[C:11]([F:17])[CH:10]=3)=[CH:5][CH2:4]2)[O:19]1 |f:1.2|. Procedure details: 1,1-Ethylenedioxy-4-hydroxy-4-(3',4',5'-trifluoro-phenyl)cyclohexane (166.2 g) was dissolved in toluene (500 ml), followed by adding p-toluenesulfonic acidmonohydrate (20 g) into the solution, stirring the mixture under reflux for one hour, washing the reaction solution with water (500 ml), drying the organic layer over anhydrous magnesium sulfate, and distilling off the solvent under reduced pressure, to obtain 1,1-ethylenedioxy-4-(3',4',5'-trifluorophenyl)-3-cyclohexene (102.6 g). The reactants are [N+](=O)([O-])C=1C=C2C(=CNC2=CC1)CCCO (3-(5-nitro-3-indolyl)-1-propanol), C(C)S (ethanethiol), O (water), [NH4+].[Cl-] (NH4Cl). The reagents and catalysts are [Zn] (Zn). The solvent is CN(C)C=O (DMF), C1CCOC1.CCOC(=O)C (THF EtOAc). Conditions: time 3 hour. The product is NC=1C(=C2C(=CNC2=CC1)CCCO)SCC (3-(5-amino-4-ethylthio-3-indolyl)-1-propanol). The yield is 20.0%. Reaction SMILES: [N+:1]([C:4]1[CH:5]=[C:6]2[C:10](=[CH:11][CH:12]=1)[NH:9][CH:8]=[C:7]2[CH2:13][CH2:14][CH2:15][OH:16])([O-])=O.[CH2:17]([SH:19])[CH3:18].[NH4+].[Cl-].O>CN(C=O)C.C1COCC1.CCOC(C)=O.[Zn]>[NH2:1][C:4]1[C:5]([S:19][CH2:17][CH3:18])=[C:6]2[C:10](=[CH:11][CH:12]=1)[NH:9][CH:8]=[C:7]2[CH2:13][CH2:14][CH2:15][OH:16] |f:2.3,6.7|. Procedure: A cold (10°-12° C.) mixture of 3-(5-nitro-3-indolyl)-1-propanol (Example 3: 2.2 g, 10.0 mmol), ethanethiol (7.4 ml, 0.1 mol) and Zn dust (2.0 g, 30.6 mmol) in dry DMF (20 ml) kept under argon was treated portionwise with NH4Cl which was added at 10 min interval for 3 h while temperature of the mixture was kept between 10°-12° C. After the addition was completed, the reaction mixture was stirred for 3 h and then diluted with THF:EtOAc (1:2, 45 ml) mixture followed by slow addition of water (40 ml... Starting materials: NC1=C(C(=O)OC)C=C(C=C1C)C (Methyl 2-amino-3,5-dimethylbenzoate), C1CO1 (ethylene oxide), C(C)(=O)O (acetic acid). Conditions: time 19 hour. The product is OCCN(C1=C(C(=O)OC)C=C(C=C1C)C)CCO (methyl 2-bis(2'-hydroxyethyl)amino-3,5-dimethylbenzoate). Isolated yield 96.0%. Reaction SMILES: [NH2:1][C:2]1[C:11]([CH3:12])=[CH:10][C:9]([CH3:13])=[CH:8][C:3]=1[C:4]([O:6][CH3:7])=[O:5].[CH2:14]1[O:16][CH2:15]1.[C:17](O)(=[O:19])[CH3:18]>>[OH:19][CH2:17][CH2:18][N:1]([CH2:15][CH2:14][OH:16])[C:2]1[C:11]([CH3:12])=[CH:10][C:9]([CH3:13])=[CH:8][C:3]=1[C:4]([O:6][CH3:7])=[O:5]. Procedure: Methyl 2-amino-3,5-dimethylbenzoate (7.0 g, 0.039 mol) and ethylene oxide (10 g, 0.23 mol) were dissolved in 150 mL acetic acid to form a reaction mixture. The mixture was stirred at room temperature for 19 hours. and then concentrated to about 100 mL on a rotary evaporator, diluted with H2O (300 mL), and extracted with chloroform (5×200 mL). The organic extract was concentrated to give the intermediate methyl 2-bis(2'-hydroxyethyl)amino-3,5-dimethylbenzoate as an off-white oil (10.0 g, 96%). 1H...